From a dataset of the Open Reaction Database (ORD), a public repository of structured organic reaction records. describe an organic reaction: reactants, conditions, products, and yield The reactants are ice water, BrC1=CC(=C(C#N)C(=C1)F)F (4-bromo-2,6-difluorobenzonitrile), NN (hydrazine), CCN(C(C)C)C(C)C (Hunig's base). The solvent is C(C)O (ethanol). Conditions: temperature 150 celsius, time 10 minute. Yields the product BrC1=CC(=C2C(=NNC2=C1)N)F (6-Bromo-4-fluoro-1H-indazol-3-amine). Yield: 410.7%. As a reaction SMILES: [Br:1][C:2]1[CH:9]=[C:8]([F:10])[C:5]([C:6]#[N:7])=[C:4](F)[CH:3]=1.[NH2:12][NH2:13].CCN(C(C)C)C(C)C>C(O)C>[Br:1][C:2]1[CH:3]=[C:4]2[C:5]([C:6]([NH2:7])=[N:12][NH:13]2)=[C:8]([F:10])[CH:9]=1. Reported procedure: Five batches of the below reaction were run in sequence in a microwave reactor: To a 5-mL microwave vial was added 4-bromo-2,6-difluorobenzonitrile (3 g, 13.76 mmol), hydrazine (0.864 mL, 27.5 mmol), Hunig's base (4.81 mL, 27.5 mmol) and ethanol (10 mL). The vial was capped and stirred for 10 minutes at 150° C. in a microwave reactor. The reaction mixture was cooled (ice-water bath) and a yellow precipitate formed. The yellow precipitates were collected, combined and the solids were washed with ... Reactants: ester, COC(C1=C(C=CC(=C1)C=1SC=C(N1)C1=CC(=C(C=C1)Cl)Cl)Br)=O (2-bromo-5-[4-(3,4-dichloro-phenyl)-thiazol-2-yl]-benzoic acid methyl ester), COC(C1=C(C=CC(=C1)C=1SC=C(N1)C1=CC(=C(C=C1)Cl)Cl)Br)=O (2-bromo-5-[4-(3,4-dichloro-phenyl)-thiazol-2-yl]-benzoic acid methyl ester), COC1=CC(=C(C=C1)B(O)O)C(F)(F)F (4-methoxy-2-(trifluoromethyl)phenylboronic acid). Yields the product ClC=1C=C(C=CC1Cl)C=1N=C(SC1)C=1C=C(C(=CC1)C1=C(C=C(C=C1)OC)C(F)(F)F)C(=O)O (4-[4-(3,4-dichloro-phenyl)-thiazol-2-yl]-4′-methoxy-2′-trifluoromethyl-biphenyl-2-carboxylic acid). The yield is 6.1%. Reaction SMILES: C[O:2][C:3](=[O:24])[C:4]1[CH:9]=[C:8]([C:10]2[S:11][CH:12]=[C:13]([C:15]3[CH:20]=[CH:19][C:18]([Cl:21])=[C:17]([Cl:22])[CH:16]=3)[N:14]=2)[CH:7]=[CH:6][C:5]=1Br.[CH3:25][O:26][C:27]1[CH:32]=[CH:31][C:30](B(O)O)=[C:29]([C:36]([F:39])([F:38])[F:37])[CH:28]=1>>[Cl:22][C:17]1[CH:16]=[C:15]([C:13]2[N:14]=[C:10]([C:8]3[CH:9]=[C:4]([C:3]([OH:2])=[O:24])[C:5]([C:30]4[CH:31]=[CH:32][C:27]([O:26][CH3:25])=[CH:28][C:29]=4[C:36]([F:37])([F:38])[F:39])=[CH:6][CH:7]=3)[S:11][CH:12]=2)[CH:20]=[CH:19][C:18]=1[Cl:21]. Procedure: Using the conditions of General Procedure A for Suzuki Coupling and Hydrolysis in Parallel Mode, 2-bromo-5-[4-(3,4-dichloro-phenyl)-thiazol-2-yl]-benzoic acid methyl ester (which may be prepared as described for Intermediate 6; 111 mg, 0.25 mmol) was reacted with 4-methoxy-2-(trifluoromethyl)phenylboronic acid (available from Combi-Blocks Inc.; 110 mg, 0.5 mmol). The resulting ester was hydrolyzed and the acid was purified to give 4-[4-(3,4-dichloro-phenyl)-thiazol-2-yl]-4′-methoxy-2′-trifluorom... Reactants: CCC(C)(C)O, CSc1ccc(OC(=O)Cl)cc1, ClCCl, c1ccncc1. The product is CCC(C)(C)OC(=O)Oc1ccc(SC)cc1. Reaction SMILES: [C:13]([CH3:14])([CH3:15])([CH2:16][CH3:17])[OH:18].[Cl:1][C:2](=[O:3])[O:4][c:5]1[cH:6][cH:7][c:8]([S:11][CH3:12])[cH:9][cH:10]1.[Cl:25][CH2:26][Cl:27].[cH:19]1[cH:20][cH:21][n:22][cH:23][cH:24]1>>[C:2](=[O:3])([O:4][c:5]1[cH:6][cH:7][c:8]([S:11][CH3:12])[cH:9][cH:10]1)[O:18][C:13]([CH3:14])([CH3:15])[CH2:16][CH3:17].